The task is: describe an organic reaction: reactants, conditions, products, and yield. This data is from the Open Reaction Database (ORD), a public repository of structured organic reaction records. The reactants are COC(=O)C1=NC=C2C=CC(N(C2=C1O)CC1=CC=CC=C1)=O (1-benzyl-8-hydroxy-2-oxo-1,2-dihydro-[1,6]naphthyridine-7-carboxylic acid methyl ester), BrN1C(CCC1=O)=O (N-bromosuccinimide). Solvent: C(Cl)Cl (CH2Cl2). Yields the product COC(=O)C1=NC(=C2C=CC(N(C2=C1O)CC1=CC=CC=C1)=O)Br (1-Benzyl-5-bromo-8-hydroxy-2-oxo-1,2-dihydro-[1,6]naphthyridine-7-carboxylic acid methyl ester). The yield is 41.8%. RXN SMILES: [CH3:1][O:2][C:3]([C:5]1[C:14]([OH:15])=[C:13]2[C:8]([CH:9]=[CH:10][C:11](=[O:23])[N:12]2[CH2:16][C:17]2[CH:22]=[CH:21][CH:20]=[CH:19][CH:18]=2)=[CH:7][N:6]=1)=[O:4].[Br:24]N1C(=O)CCC1=O>C(Cl)Cl>[CH3:1][O:2][C:3]([C:5]1[C:14]([OH:15])=[C:13]2[C:8]([CH:9]=[CH:10][C:11](=[O:23])[N:12]2[CH2:16][C:17]2[CH:22]=[CH:21][CH:20]=[CH:19][CH:18]=2)=[C:7]([Br:24])[N:6]=1)=[O:4]. Reported procedure: A mixture of 1-benzyl-8-hydroxy-2-oxo-1,2-dihydro-[1,6]naphthyridine-7-carboxylic acid methyl ester (50 mg, 0.16 mmol) and N-bromosuccinimide (30 mg, 0.17 mmol) in 0.5 mL of CH2Cl2 was refluxed for 3 h. Solvent was evaporated, and the residue was purified by silica gel chromatography (0-5% MeOH/CH2Cl2) to give 26 mg of the title compound as a pale yellow solid. MS: (+) m/z 387.14, 389.13 (M-1, 79/81Br). Reactants: CC1=NC(=CC(=N1)Cl)Cl (2-methyl-4,6-dichloro-pyrimidine), C(CCC)NCC (N-butyl-ethyl-amine). Solvent: C(C)#N (acetonitrile), O (water). The product is C(CCC)N(CC)C1=NC(=NC(=C1)Cl)C (Butyl-(6-chloro-2-methyl-pyrimidin-4-yl)-ethylamine). The yield is 99.7%. RXN SMILES: [CH3:1][C:2]1[N:7]=[C:6](Cl)[CH:5]=[C:4]([Cl:9])[N:3]=1.[CH2:10]([NH:14][CH2:15][CH3:16])[CH2:11][CH2:12][CH3:13]>C(#N)C.O>[CH2:10]([N:14]([C:6]1[CH:5]=[C:4]([Cl:9])[N:3]=[C:2]([CH3:1])[N:7]=1)[CH2:15][CH3:16])[CH2:11][CH2:12][CH3:13]. Procedure: A mixture of 2-methyl-4,6-dichloro-pyrimidine (1.63 g, 10 mmol) in 5 ml of acetonitrile was treated with N-butyl-ethyl-amine (2.000 g, 20 mmol) and heated at reflux for 0.5 hours. The mixture was cooled, diluted with water and extracted with ethyl acetate. The organic layer was washed with brine, dried and concentrated to give 2.271 g (100%) of title compound as a light-brown oil. 1H NMR (CDCl3) δ 0.93 (t, 3H), 1.22-1.36 (m, 2H), 1.45-1.6 (m, 2H), 2.43 (s, 3H), 3.25-3.60 (m, 4H), 6.15 (s, 1H) pp... The reactants are C(C1=CC=CC=C1)OC(C(C(=O)OC)O)(C)C1=CC=CC=C1 (methyl 3-benzyloxy-3-phenyl-2-hydroxybutyrate), C(C1=CC=CC=C1)OC(C(C(=O)OC)O)(C)C1=CC=CC=C1 (methyl 3-benzyloxy-3-phenyl-2-hydroxybutyrate), CN(C)C=O (DMF), [H-].[Na+] (sodium hydride), COC1=NC(=NC(=C1)OC)S(=O)(=O)C (4,6-dimethoxy-2-methylsulfonylpyrimidine). Run in O (water), C(C)(=O)O (acetic acid). Reaction conditions: time 1 hour. Product: O(C1=CC=CC=C1)C(C(C(=O)OC)OC1=NC(=CC(=N1)OC)OC)(C)C1=CC=CC=C1 (Methyl 3-phenoxy-3-phenyl-2-(4,6-dimethoxy-2-pyrimidinyl)oxybutyrate). The yield is 24.5%. As a reaction SMILES: [CH2:1]([O:8][C:9]([C:17]1[CH:22]=[CH:21][CH:20]=[CH:19][CH:18]=1)([CH3:16])[CH:10]([OH:15])[C:11]([O:13][CH3:14])=[O:12])[C:2]1[CH:7]=[CH:6][CH:5]=[CH:4]C=1.CN(C=O)C.[H-].[Na+].[CH3:30][O:31][C:32]1[CH:37]=[C:36]([O:38][CH3:39])[N:35]=[C:34](S(C)(=O)=O)[N:33]=1>C(O)(=O)C.O>[O:8]([C:9]([C:17]1[CH:18]=[CH:19][CH:20]=[CH:21][CH:22]=1)([CH3:16])[CH:10]([O:15][C:34]1[N:35]=[C:36]([O:38][CH3:39])[CH:37]=[C:32]([O:31][CH3:30])[N:33]=1)[C:11]([O:13][CH3:14])=[O:12])[C:1]1[CH:2]=[CH:7][CH:6]=[CH:5][CH:4]=1 |f:2.3|. Procedure details: 4.4 g (15.4 mmol) of methyl 3-phenoxy-3-phenyl-2-hydroxybutyrate (Compound 1.1) are dissolved in 40 mol of DMF, and 0.46 g (18.4 mmol) of sodium hydride is added. The mixture is stirred for 1 hour and then 3.4 g (15.4 mmol) of 4,6-dimethoxy-2-methylsulfonylpyrimidine are added. The mixture is stirred at room temperature for 24 hours and then cautiously hydrolyzed with 10 mo of water, the pH is adjusted to 5 with acetic acid, and the solvent is removed by distillation under high vacuum. The resid... Starting materials: CNc1nccc(-c2c(-c3ccccc3)ncn2C2CCN(C(=O)OC(C)(C)C)CC2)n1, O, c1ccc(-c2ncn(C3CCNCC3)c2-c2ccncn2)cc1. Yields the product CNc1nccc(-c2c(-c3ccccc3)ncn2C2CCNCC2)n1. As a reaction SMILES: [CH3:1][NH:2][c:3]1[n:4][cH:5][cH:6][c:7](-[c:9]2[c:10](-[c:27]3[cH:28][cH:29][cH:30][cH:31][cH:32]3)[n:11][cH:12][n:13]2[CH:14]2[CH2:15][CH2:16][N:17]([C:20]([O:21][C:22]([CH3:23])([CH3:24])[CH3:25])=[O:26])[CH2:18][CH2:19]2)[n:8]1.[OH2:56].[c:33]1(-[c:34]2[n:35][cH:36][n:37]([CH:38]3[CH2:39][CH2:40][NH:41][CH2:42][CH2:43]3)[c:44]2-[c:45]2[cH:46][cH:47][n:48][cH:49][n:50]2)[cH:51][cH:52][cH:53][cH:54][cH:55]1>>[CH3:1][NH:2][c:3]1[n:4][cH:5][cH:6][c:7](-[c:9]2[c:10](-[c:27]3[cH:28][cH:29][cH:30][cH:31][cH:32]3)[n:11][cH:12][n:13]2[CH:14]2[CH2:15][CH2:16][NH:17][CH2:18][CH2:19]2)[n:8]1. Starting materials: BrCc1ccccc1Br, O=C1NC(=O)c2ccccc21, [K], CN(C)C=O, O. Product: O=C1c2ccccc2C(=O)N1Cc1ccccc1Br. As a reaction SMILES: [Br:1][c:2]1[c:3]([CH2:4][Br:5])[cH:6][cH:7][cH:8][cH:9]1.[C:10]1(=[O:20])[c:11]2[c:12]([cH:16][cH:17][cH:18][cH:19]2)[C:13](=[O:15])[NH:14]1.[K:21].[O:23]=[CH:24][N:25]([CH3:26])[CH3:27].[OH2:22]>>[Br:1][c:2]1[c:3]([CH2:4][N:14]2[C:10](=[O:20])[c:11]3[c:12]([cH:16][cH:17][cH:18][cH:19]3)[C:13]2=[O:15])[cH:6][cH:7][cH:8][cH:9]1. Reactants: NCCC1=CC=C(C=C1)C1=CC=C(C=C1)O (4-[2-amino-ethyl]-4'-hydroxy-biphenyl), COC1=C(C(=O)Cl)C=CC(=C1)OC (2,4-dimethoxybenzoyl chloride). Yields the product COC1=C(C(=O)NCCC2=CC=C(C=C2)C2=CC=C(C=C2)O)C=CC(=C1)OC (4-[2-(2,4-Dimethoxy-benzamido)-ethyl]-4'-hydroxy-biphenyl). Yield: 80.0%. RXN SMILES: [NH2:1][CH2:2][CH2:3][C:4]1[CH:9]=[CH:8][C:7]([C:10]2[CH:15]=[CH:14][C:13]([OH:16])=[CH:12][CH:11]=2)=[CH:6][CH:5]=1.[CH3:17][O:18][C:19]1[CH:27]=[C:26]([O:28][CH3:29])[CH:25]=[CH:24][C:20]=1[C:21](Cl)=[O:22]>>[CH3:17][O:18][C:19]1[CH:27]=[C:26]([O:28][CH3:29])[CH:25]=[CH:24][C:20]=1[C:21]([NH:1][CH2:2][CH2:3][C:4]1[CH:9]=[CH:8][C:7]([C:10]2[CH:15]=[CH:14][C:13]([OH:16])=[CH:12][CH:11]=2)=[CH:6][CH:5]=1)=[O:22]. Reported procedure: 4-[2-(2,4-Dimethoxy-benzamido)-ethyl]-4'-hydroxy-biphenyl was prepared analogous to Example I from 4-[2-amino-ethyl]-4'-hydroxy-biphenyl and 2,4-dimethoxybenzoyl chloride. Reactants: C(OC)(OC)OC (trimethyl orthoformate), C(OC)(OC)OC (trimethyl orthoformate), C(=O)([O-])[O-].[K+].[K+] (K2CO3), BrC1=C(N=CS1)OCC1OC(OC1)(C)C (5-bromo-4-((2,2-dimethyl-1,3-dioxolan-4-yl)methoxy)thiazole), CC1=CC=C(C=C1)S(=O)(=O)[O-].C1=CC=[NH+]C=C1 (PPTS), CC1=CC=C(C=C1)S(=O)(=O)[O-].C1=CC=[NH+]C=C1 (PPTS), C(=O)(C)Br (AcBr). Run in C(Cl)Cl (DCM), CO (MeOH), C(Cl)Cl (DCM), CO (MeOH), CO (MeOH). The product is BrC1=C(N=CS1)OCC1OC1 (5-Bromo-4-(oxiran-2-ylmethoxy)thiazole). RXN SMILES: [Br:1][C:2]1[S:6][CH:5]=[N:4][C:3]=1[O:7][CH2:8][CH:9]1[CH2:13][O:12]C(C)(C)O1.CC1C=CC(S([O-])(=O)=O)=CC=1.C1C=C[NH+]=CC=1.C(OC)(OC)OC.C(Br)(C)=O.C([O-])([O-])=O.[K+].[K+]>CO.C(Cl)Cl>[Br:1][C:2]1[S:6][CH:5]=[N:4][C:3]=1[O:7][CH2:8][CH:9]1[CH2:13][O:12]1 |f:1.2,5.6.7|. Reported procedure: A soln. of 5-bromo-4-((2,2-dimethyl-1,3-dioxolan-4-yl)methoxy)thiazole (18.80 g, 63.9 mmol) and PPTS (0.80 g, 3.19 mmol) in MeOH (256 mL) was stirred under reflux for 3 h. More PPTS (0.40 g, 1.60 mmol) was added and the mixture was stirred under reflux for additional 2 h. The mixture was conc. in vacuo, the residue was dissolved in MeOH (256 mL) and stirred under reflux for 2 h. The mixture was conc. in vacuo, the residue was dissolved in DCM (256 mL) and treated with trimethyl orthoformate (10.... Starting materials: ClC1=CC(=C(C=C1)N)N (4-chloro-o-phenylenediamine), C1(C(C=CC=2C3=CC=CC=C3C=CC12)=O)=O (phenanthrenequinone). Product: ClC=1C=C2N=C3C4=C(C5=C(C3=NC2=CC1)C=CC=C5)C=CC=C4 (11-chlorodibenzo[a,c]phenazine). Yield: 83.0%. As a reaction SMILES: [Cl:1][C:2]1[CH:7]=[CH:6][C:5]([NH2:8])=[C:4]([NH2:9])[CH:3]=1.[C:10]1(=O)[C:23]2[CH:22]=[CH:21][C:20]3[C:15](=[CH:16][CH:17]=[CH:18][CH:19]=3)[C:14]=2[CH:13]=[CH:12][C:11]1=O>>[Cl:1][C:2]1[CH:3]=[C:4]2[C:5](=[CH:6][CH:7]=1)[N:8]=[C:22]1[C:21]([C:20]3[CH:19]=[CH:18][CH:17]=[CH:16][C:15]=3[C:14]3[CH:13]=[CH:12][CH:11]=[CH:10][C:23]=31)=[N:9]2. Procedure details: When one-tenth mole each of 4-chloro-o-phenylenediamine and phenanthrenequinone were reacted by the method of Example 7(A), 26 g. (83 percent yield) of 11-chlorodibenzo[a,c]phenazine, mp = 241°-242° C. were obtained. Starting materials: C(C=C)C1=CC=C(C=2C(C=C(OC21)C(=O)O)=O)OCCC(C)C (8-allyl-5-(3-methyl-n-butoxy)-4-oxo-4H-1-benzopyran-2-carboxylic acid), OCC(N)(CO)CO (tris-(hydroxymethyl)methylamine). The solvent is C(C)O (ethanol). Yields the product O.OCC(N)(CO)CO.C(C=C)C1=CC=C(C=2C(C=C(OC21)C(=O)O)=O)OCCC(C)C.C(C=C)C2=CC=C(C=1C(C=C(OC12)C(=O)O)=O)OCCC(C)C.OCC(CO)(CO)N (8-allyl-5-(3-methyl-n-butoxy)-4-oxo-4H-1-benzopyran-2-carboxylic acid tris-(hydroxymethyl)methylamine salt hemihydrate). RXN SMILES: [CH2:1]([C:4]1[C:13]2[O:12][C:11]([C:14]([OH:16])=[O:15])=[CH:10][C:9](=[O:17])[C:8]=2[C:7]([O:18][CH2:19][CH2:20][CH:21]([CH3:23])[CH3:22])=[CH:6][CH:5]=1)[CH:2]=[CH2:3].[OH:24][CH2:25][C:26]([CH2:30][OH:31])([CH2:28][OH:29])[NH2:27]>C(O)C>[OH2:12].[OH:24][CH2:25][C:26]([CH2:30][OH:31])([CH2:28][OH:29])[NH2:27].[CH2:1]([C:4]1[C:13]2[O:12][C:11]([C:14]([OH:16])=[O:15])=[CH:10][C:9](=[O:17])[C:8]=2[C:7]([O:18][CH2:19][CH2:20][CH:21]([CH3:23])[CH3:22])=[CH:6][CH:5]=1)[CH:2]=[CH2:3].[CH2:1]([C:4]1[C:13]2[O:12][C:11]([C:14]([OH:16])=[O:15])=[CH:10][C:9](=[O:17])[C:8]=2[C:7]([O:18][CH2:19][CH2:20][CH:21]([CH3:23])[CH3:22])=[CH:6][CH:5]=1)[CH:2]=[CH2:3].[OH:18][CH2:7][C:8]([NH2:27])([CH2:9][OH:17])[CH2:13][OH:12] |f:3.4.5.6.7|. Reported procedure: A solutionof 5.66 parts of 8-allyl-5-(3-methyl-n-butoxy)-4-oxo-4H-1-benzopyran-2-carboxylic acid and 2.16 parts of tris-(hydroxymethyl)methylamine in 50 parts of ethanol was refluxed for 2 hours. The solution was filtered and evaporated to an oil which was triturated with ether to give 7.1 parts of 8-allyl-5-(3-methyl-n-butoxy)-4-oxo-4H-1-benzopyran-2-carboxylic acid tris-(hydroxymethyl)methylamine salt hemihydrate as a pale yellow solid.